Dataset: the Open Reaction Database (ORD), a public repository of structured organic reaction records. Task: describe an organic reaction: reactants, conditions, products, and yield The reactants are [Al+3], CCOC(=O)CC1CCCc2c(OC)cccc21, [H-], [H-], [H-], [H-], [Li+], C1CCOC1. Yields the product COc1cccc2c1CCCC2CCO. As a reaction SMILES: [Al+3:20].[CH3:1][O:2][c:3]1[c:4]2[c:9]([cH:10][cH:11][cH:12]1)[CH:8]([CH2:13][C:14](=[O:15])[O:16][CH2:17][CH3:18])[CH2:7][CH2:6][CH2:5]2.[H-:19].[H-:22].[H-:23].[H-:24].[Li+:21].[O:25]1[CH2:26][CH2:27][CH2:28][CH2:29]1>>[CH3:1][O:2][c:3]1[c:4]2[c:9]([cH:10][cH:11][cH:12]1)[CH:8]([CH2:13][CH2:14][OH:15])[CH2:7][CH2:6][CH2:5]2. Starting materials: C(C)OC(=O)C1=C(N(C(=C1)C1=CC=CC=C1)N)C1=CC=CC2=CC=CC=C12 (1-Amino-2-naphthalen-1-yl-5-phenyl-1H-pyrrole-3-carboxylic acid ethyl ester), C1(=CC=CC=C1)C=1N(C(=CC1)C1=CC=CC=C1)N=C(C(C)=O)C (3-(2,5-Diphenyl-pyrrol-1-ylimino)-butan-2-one), C1(=CC=C(C=C1)S(=O)(=O)O)C (p-toluene sulfonic acid), C1(=CC=C(C=C1)S(=O)(=O)O)C (p-toluene sulfonic acid), S(=O)(=O)(C1=CC=C(C)C=C1)NN (TsNHNH2). The solvent is C1(=CC=CC=C1)C (toluene), O (water). Conditions: time 75 minute. Yields the product C(C)OC(=O)C1=C(N(C(=C1)C1=CC=CC=C1)N=C(C(C)=NN1C(=CC=C1C1=CC=CC=C1)C1=CC=CC=C1)C)C1=CC=CC2=CC=CC=C12 (1-[2-(2,5-Diphenyl-pyrrol-1-ylimino)-1-methyl-propylideneamino]-2-naphthalen-1-yl-5-phenyl-1H-pyrrole-3-carboxylic acid ethyl ester). Reaction SMILES: [CH2:1]([O:3][C:4]([C:6]1[CH:10]=[C:9]([C:11]2[CH:16]=[CH:15][CH:14]=[CH:13][CH:12]=2)[N:8]([NH2:17])[C:7]=1[C:18]1[C:27]2[C:22](=[CH:23][CH:24]=[CH:25][CH:26]=2)[CH:21]=[CH:20][CH:19]=1)=[O:5])[CH3:2].[C:28]1([C:34]2[N:35]([N:45]=[C:46]([CH3:50])[C:47](=O)[CH3:48])[C:36]([C:39]3[CH:44]=[CH:43][CH:42]=[CH:41][CH:40]=3)=[CH:37][CH:38]=2)[CH:33]=[CH:32][CH:31]=[CH:30][CH:29]=1.C1(C)C=CC(S(O)(=O)=O)=CC=1.S(NN)(C1C=CC(C)=CC=1)(=O)=O>C1(C)C=CC=CC=1.O>[CH2:1]([O:3][C:4]([C:6]1[CH:10]=[C:9]([C:11]2[CH:12]=[CH:13][CH:14]=[CH:15][CH:16]=2)[N:8]([N:17]=[C:47]([CH3:48])[C:46](=[N:45][N:35]2[C:34]([C:28]3[CH:33]=[CH:32][CH:31]=[CH:30][CH:29]=3)=[CH:38][CH:37]=[C:36]2[C:39]2[CH:44]=[CH:43][CH:42]=[CH:41][CH:40]=2)[CH3:50])[C:7]=1[C:18]1[C:27]2[C:22](=[CH:23][CH:24]=[CH:25][CH:26]=2)[CH:21]=[CH:20][CH:19]=1)=[O:5])[CH3:2]. Reported procedure: A solution of 1-Amino-2-naphthalen-1-yl-5-phenyl-1H-pyrrole-3-carboxylic acid ethyl ester (434 mg, 1.22 mmol) in toluene (7.2 mL) was treated with 3-(2,5-Diphenyl-pyrrol-1-ylimino)-butan-2-one (308 mg, 1.02 mmol) and p-toluene sulfonic acid (8 mg). A Dean Stark trap was attached, and the resulting solution heated to reflux under Ar with the azeotropic removal of water for 18 h, then another portion of p-toluene sulfonic acid (8 mg) was added and the azeotropic removal of water was continued for ...